Dataset: the Open Reaction Database (ORD), a public repository of structured organic reaction records. Task: describe an organic reaction: reactants, conditions, products, and yield The reactants are CCOC(=O)c1cc(-c2ccnc(N)n2)oc1-c1ccccc1, CCO, Cl, [Na+], [OH-], O. Yields the product Nc1nccc(-c2cc(C(=O)O)c(-c3ccccc3)o2)n1. As a reaction SMILES: [CH2:1]([CH3:2])[O:3][C:4](=[O:5])[c:6]1[c:7](-[c:18]2[cH:19][cH:20][cH:21][cH:22][cH:23]2)[o:8][c:9](-[c:11]2[n:12][c:13]([NH2:17])[n:14][cH:15][cH:16]2)[cH:10]1.[CH3:28][CH2:29][OH:30].[ClH:26].[Na+:25].[OH-:24].[OH2:27]>>[O:3]=[C:4]([OH:5])[c:6]1[c:7](-[c:18]2[cH:19][cH:20][cH:21][cH:22][cH:23]2)[o:8][c:9](-[c:11]2[n:12][c:13]([NH2:17])[n:14][cH:15][cH:16]2)[cH:10]1.